Dataset: the Open Reaction Database (ORD), a public repository of structured organic reaction records. Task: describe an organic reaction: reactants, conditions, products, and yield Reactants: C1(CCCC1)N(S(=O)(=O)CCC(=O)OC)C1=CC(=C(C=C1)NC)N (methyl 3-[cyclopentyl-(3-amino-4-methylamino-phenyl)-sulphamoyl]-propionate), C(#N)C1=CC=C(C=C1)CC(C(=O)O)=O (3-(4-cyano-phenyl)-2-oxo-propionic acid), C(C)O (ethanol). The product is C1(CCCC1)N(S(=O)(=O)CCC(=O)OCC)C=1C=C2N=C(C(N(C2=CC1)C)=O)CC1=CC=C(C#N)C=C1 (4-{[6-(N-cyclopentyl-N-(2-ethoxycarbonylethylsulphonyl)-amino)-1-methyl-2-oxo-1,2-dihydroquinoxalin-3-yl]-methyl}-benzonitrile). As a reaction SMILES: [CH:1]1([N:6]([C:16]2[CH:21]=[CH:20][C:19]([NH:22][CH3:23])=[C:18]([NH2:24])[CH:17]=2)[S:7]([CH2:10][CH2:11][C:12]([O:14][CH3:15])=[O:13])(=[O:9])=[O:8])[CH2:5][CH2:4][CH2:3][CH2:2]1.[C:25]([C:27]1[CH:32]=[CH:31][C:30]([CH2:33][C:34](=O)[C:35]([OH:37])=O)=[CH:29][CH:28]=1)#[N:26].[CH2:39](O)C>>[CH:1]1([N:6]([C:16]2[CH:17]=[C:18]3[C:19](=[CH:20][CH:21]=2)[N:22]([CH3:23])[C:35](=[O:37])[C:34]([CH2:33][C:30]2[CH:29]=[CH:28][C:27]([C:25]#[N:26])=[CH:32][CH:31]=2)=[N:24]3)[S:7]([CH2:10][CH2:11][C:12]([O:14][CH2:15][CH3:39])=[O:13])(=[O:9])=[O:8])[CH2:2][CH2:3][CH2:4][CH2:5]1. Procedure details: Prepared analogously to Example 7f from methyl 3-[cyclopentyl-(3-amino-4-methylamino-phenyl)-sulphamoyl]-propionate and 3-(4-cyano-phenyl)-2-oxo-propionic acid in ethanol.